Dataset: the Open Reaction Database (ORD), a public repository of structured organic reaction records. Task: describe an organic reaction: reactants, conditions, products, and yield The reactants are ClC(Cl)(Cl)Cl, O=C(O)Cc1cc([N+](=O)[O-])cc(Cl)c1Cl, O=S(Cl)Cl. Product: O=C(Cl)Cc1cc([N+](=O)[O-])cc(Cl)c1Cl. As a reaction SMILES: [C:20]([Cl:21])([Cl:22])([Cl:23])[Cl:24].[Cl:1][c:2]1[c:3]([CH2:12][C:13](=[O:14])[OH:15])[cH:4][c:5]([N+:9](=[O:10])[O-:11])[cH:6][c:7]1[Cl:8].[S:16]([Cl:17])([Cl:18])=[O:19]>>[Cl:1][c:2]1[c:3]([CH2:12][C:13](=[O:15])[Cl:18])[cH:4][c:5]([N+:9](=[O:10])[O-:11])[cH:6][c:7]1[Cl:8]. As a reaction SMILES: [C:1]1([CH3:10])[CH:6]=[CH:5][CH:4]=[CH:3][C:2]=1B(O)O.C(=O)([O-])[O-].[Na+].[Na+].FC(F)(F)S(O[C:23]1[CH:24]=[CH:25][C:26]2[N:32]3[C:33]([CH3:36])=[N:34][N:35]=[C:31]3[C@H:30]([CH2:37][C:38]([NH:40][CH2:41][CH3:42])=[O:39])[N:29]=[C:28]([C:43]3[CH:48]=[CH:47][C:46]([Cl:49])=[CH:45][CH:44]=3)[C:27]=2[CH:50]=1)(=O)=O.O>COCCOC.Cl[Pd](Cl)([P](C1C=CC=CC=1)(C1C=CC=CC=1)C1C=CC=CC=1)[P](C1C=CC=CC=1)(C1C=CC=CC=1)C1C=CC=CC=1>[Cl:49][C:46]1[CH:47]=[CH:48][C:43]([C:28]2[C:27]3[CH:50]=[C:23]([C:2]4[CH:3]=[CH:4][CH:5]=[CH:6][C:1]=4[CH3:10])[CH:24]=[CH:25][C:26]=3[N:32]3[C:33]([CH3:36])=[N:34][N:35]=[C:31]3[C@H:30]([CH2:37][C:38]([NH:40][CH2:41][CH3:42])=[O:39])[N:29]=2)=[CH:44][CH:45]=1 |f:1.2.3,^1:62,81|. Procedure: o-Tolylboronic acid (30.1 mg), sodium carbonate (43.0 mg) and bis(triphenylphosphine)palladium(II) chloride (12.95 mg) were added to a 2-5 ml microwave vial. A solution of (4S)-6-(4-chlorophenyl)-4-[2-(ethylamino)-2-oxoethyl]-1-methyl-4H-[1,2,4]triazolo[4,3-a][1,4]benzodiazepin-8-yl trifluoromethanesulfonate (for a preparation see intermediate 3) (100 mg) in DME (3 ml) and water (1 ml) was added and the reaction mixture was heated at 120° C. for 20 min (microwave) and then at 120° C. for a furth... Yields the product ClC1=CC=C(C=C1)C1=N[C@H](C=2N(C3=C1C=C(C=C3)C3=C(C=CC=C3)C)C(=NN2)C)CC(=O)NCC (2-[(4S)-6-(4-chlorophenyl)-1-methyl-8-(2-methylphenyl)-4H-[1,2,4]triazolo[4,3-a][1,4]benzodiazepin-4-yl]-N-ethylacetamide). Solvent: COCCOC (DME). The reactants are C1(=C(C=CC=C1)B(O)O)C (o-Tolylboronic acid), C([O-])([O-])=O.[Na+].[Na+] (sodium carbonate), FC(S(=O)(=O)OC=1C=CC2=C(C(=N[C@H](C=3N2C(=NN3)C)CC(=O)NCC)C3=CC=C(C=C3)Cl)C1)(F)F ((4S)-6-(4-chlorophenyl)-4-[2-(ethylamino)-2-oxoethyl]-1-methyl-4H-[1,2,4]triazolo[4,3-a][1,4]benzodiazepin-8-yl trifluoromethanesulfonate), O (water), FC(S(=O)(=O)OC=1C=CC2=C(C(=N[C@H](C=3N2C(=NN3)C)CC(=O)NCC)C3=CC=C(C=C3)Cl)C1)(F)F ((4S)-6-(4-chlorophenyl)-4-[2-(ethylamino)-2-oxoethyl]-1-methyl-4H-[1,2,4]triazolo[4,3-a][1,4]benzodiazepin-8-yl trifluoromethanesulfonate). Reaction conditions: temperature 120 celsius, time 30 minute. Reagents/catalysts: Cl[Pd]([P](C1=CC=CC=C1)(C2=CC=CC=C2)C3=CC=CC=C3)([P](C4=CC=CC=C4)(C5=CC=CC=C5)C6=CC=CC=C6)Cl (bis(triphenylphosphine)palladium(II) chloride), Cl[Pd]([P](C1=CC=CC=C1)(C2=CC=CC=C2)C3=CC=CC=C3)([P](C4=CC=CC=C4)(C5=CC=CC=C5)C6=CC=CC=C6)Cl (Bis(triphenylphosphine)palladium(II) chloride). The reactants are COc1ccc2c(Cl)nc(Nc3cc(C)[nH]n3)cc2c1, OC1CCCCC1. The product is COc1ccc2c(OC3CCCCC3)nc(Nc3cc(C)[nH]n3)cc2c1. As a reaction SMILES: [Cl:8][c:9]1[n:10][c:11]([NH:21][c:22]2[n:23][nH:24][c:25]([CH3:27])[cH:26]2)[cH:12][c:13]2[cH:14][c:15]([O:19][CH3:20])[cH:16][cH:17][c:18]12.[OH:1][CH:2]1[CH2:3][CH2:4][CH2:5][CH2:6][CH2:7]1>>[O:1]([CH:2]1[CH2:3][CH2:4][CH2:5][CH2:6][CH2:7]1)[c:9]1[n:10][c:11]([NH:21][c:22]2[n:23][nH:24][c:25]([CH3:27])[cH:26]2)[cH:12][c:13]2[cH:14][c:15]([O:19][CH3:20])[cH:16][cH:17][c:18]12. The reactants are COC=1C=C2C(=CNC2=CC1)CONC(C)=O (O-[(5-Methoxyindol-3-yl)Methyl]-N-Acetylhydroxylamine), C(\C=C\C)(=O)Cl (crotonic acid chloride). Yields the product COC=1C=C2C(=CNC2=CC1)CONC(\C=C\C)=O (O-[(5-Methoxyindol-3-yl)Methyl]-N-Crotonyl-Hydroxylamine). As a reaction SMILES: [CH3:1][O:2][C:3]1[CH:4]=[C:5]2[C:9](=[CH:10][CH:11]=1)[NH:8][CH:7]=[C:6]2[CH2:12][O:13][NH:14][C:15](=[O:17])[CH3:16].[C:18](Cl)(=O)/[CH:19]=C/C>>[CH3:1][O:2][C:3]1[CH:4]=[C:5]2[C:9](=[CH:10][CH:11]=1)[NH:8][CH:7]=[C:6]2[CH2:12][O:13][NH:14][C:15](=[O:17])/[CH:16]=[CH:18]/[CH3:19]. Procedure: By carrying out the procedure in the same manner as for the synthesis of the compound of Example 13, but replacing the acetic acid chloride with crotonic acid chloride, the title compound is obtained. The reactants are C(C)SC1=CC=C(S1)C1=C(C2=CC=C(C=C2C=C1)OC)OC1=CC=C(OCCN2CCCCC2)C=C1 (1-(2-(4-(2-(5-(ethylthio)thiophen-2-yl)-6-methoxynaphthalen-1-yloxy)phenoxy)ethyl)piperidine), O1CCCC1 (tetrahydrofuran), Cl (HCl), S(=O)(=O)([O-])O.S(=O)(=O)(OO)O.[K+] (potassium peroxymonosulfate sulfate). Solvent: CO (methanol), O (water), ClCCl (dichloromethane). Run at temperature 0 celsius, time 30 minute. Product: Cl.C(C)S(=O)(=O)C1=CC=C(S1)C1=C(C2=CC=C(C=C2C=C1)OC)OC1=CC=C(OCCN2CCCCC2)C=C1 (1-(2-(4-(2-(5-(ethylsulfonyl)thiophen-2-yl)-6-methoxynaphthalen-1-yloxy)phenoxy)ethyl)piperidine hydrochloride). RXN SMILES: C(S[C:4]1[S:8][C:7]([C:9]2[CH:18]=[CH:17][C:16]3[C:11](=[CH:12][CH:13]=[C:14]([O:19][CH3:20])[CH:15]=3)[C:10]=2[O:21][C:22]2[CH:36]=[CH:35][C:25]([O:26][CH2:27][CH2:28][N:29]3[CH2:34][CH2:33][CH2:32][CH2:31][CH2:30]3)=[CH:24][CH:23]=2)=[CH:6][CH:5]=1)C.O1CC[CH2:39][CH2:38]1.[S:42]([OH:46])([O-])(=O)=[O:43].S(O)(OO)(=O)=O.[K+].[ClH:54]>O.ClCCl.CO>[ClH:54].[CH2:38]([S:42]([C:4]1[S:8][C:7]([C:9]2[CH:18]=[CH:17][C:16]3[C:11](=[CH:12][CH:13]=[C:14]([O:19][CH3:20])[CH:15]=3)[C:10]=2[O:21][C:22]2[CH:23]=[CH:24][C:25]([O:26][CH2:27][CH2:28][N:29]3[CH2:30][CH2:31][CH2:32][CH2:33][CH2:34]3)=[CH:35][CH:36]=2)=[CH:6][CH:5]=1)(=[O:46])=[O:43])[CH3:39] |f:2.3.4,9.10|. Procedure details: Add 1-(2-(4-(2-(5-(ethylthio)thiophen-2-yl)-6-methoxynaphthalen-1-yloxy)phenoxy)ethyl)piperidine (226 mg, 0.43 mmol), tetrahydrofuran (8.7 mL) and methanol (8.7 mL) to a round bottom flask under nitrogen. Cool the resulting solution to 0° C. and add a solution of potassium peroxymonosulfate sulfate (535 mg. 0.87 mmol) in water (4.5 mL). Stir the resulting mixture at 0° C. for 30 min. Allow the mixture to warm to room temperature and stir for 1 hour. Load the mixture onto an SCX acidic ion exchan... Reactants: C(#N)C(C(=O)OC)=C(C1=C(C(=C(C(=C1)F)F)F)F)O (Methyl 2-cyano-3-hydroxy-3-(2,3,4,5-tetrafluorophenyl)acrylate), [Na] (sodium), ice, Cl (HCl). The solvent is O (water). Conditions: time 26 hour. Product: FC1=C(C(=O)CC#N)C=C(C(=C1F)F)F (2-(2,3,4,5-tetrafluorobenzoyl)acetonitrile). Isolated yield 88.9%. RXN SMILES: [C:1]([C:3](=[C:8]([OH:19])[C:9]1[CH:14]=[C:13]([F:15])[C:12]([F:16])=[C:11]([F:17])[C:10]=1[F:18])C(OC)=O)#[N:2].[Na].Cl>O>[F:18][C:10]1[C:11]([F:17])=[C:12]([F:16])[C:13]([F:15])=[CH:14][C:9]=1[C:8]([CH2:3][C:1]#[N:2])=[O:19] |^1:19|. Reported procedure: Methyl 2-cyano-3-hydroxy-3-(2,3,4,5-tetrafluorophenyl)acrylate (75.1 g) is added to a solution of sodium hydroxyde (110 g) in water (1.1 liter) and the mixture is stirred at room temperature for 26 hours. To the reaction mixture is added ice (1.3 Kg) and conc. HCl. After 1 hour, the precipitate is filtered and washed with dil. HCl to yield 2-(2,3,4,5-tetrafluorobenzoyl)acetonitrile (52.7 g) as a light cream colored powder, m.p. 60°-61° C.